Dataset: the Open Reaction Database (ORD), a public repository of structured organic reaction records. Task: describe an organic reaction: reactants, conditions, products, and yield Starting materials: COC(=O)c1cc(Br)cc2c1ccn2C(C)C, CO, Cl, [Na+], C1CCOC1, [OH-], O. Product: CC(C)n1ccc2c(C(=O)O)cc(Br)cc21. RXN SMILES: [Br:1][c:2]1[cH:3][c:4]([C:14](=[O:15])[O:16][CH3:17])[c:5]2[cH:6][cH:7][n:8]([CH:11]([CH3:12])[CH3:13])[c:9]2[cH:10]1.[CH3:21][OH:22].[ClH:20].[Na+:19].[O:23]1[CH2:24][CH2:25][CH2:26][CH2:27]1.[OH-:18].[OH2:28]>>[Br:1][c:2]1[cH:3][c:4]([C:14](=[O:15])[OH:16])[c:5]2[cH:6][cH:7][n:8]([CH:11]([CH3:12])[CH3:13])[c:9]2[cH:10]1. Run in CO (methanol). Procedure: Under argon, (4R)-4-(4-cyano-2-nitrophenyl)-3,6-dimethyl-2-oxo-1-[3-(trifluoromethyl)phenyl]-1,2,3,4-tetrahydropyrimidine-5-carbonitrile (6.0 g, 11.3 mmol) was dissolved in methanol (420 ml). 10% palladium on activated carbon (5.5 g) was then added, and the mixture was hydrogenated at RT and atmospheric pressure for 5.5 h (strictly monitored by HPLC). The reaction mixture was then filtered off over kieselguhr, and the filter residue was washed with methanol (1000 ml). The filtrate was concentrat... The reactants are C(#N)C1=CC(=C(C=C1)[C@H]1N(C(N(C(=C1C#N)C)C1=CC(=CC=C1)C(F)(F)F)=O)C)[N+](=O)[O-] ((4R)-4-(4-cyano-2-nitrophenyl)-3,6-dimethyl-2-oxo-1-[3-(trifluoromethyl)phenyl]-1,2,3,4-tetrahydropyrimidine-5-carbonitrile). As a reaction SMILES: [C:1]([C:3]1[CH:8]=[CH:7][C:6]([C@@H:9]2[C:14]([C:15]#[N:16])=[C:13]([CH3:17])[N:12]([C:18]3[CH:23]=[CH:22][CH:21]=[C:20]([C:24]([F:27])([F:26])[F:25])[CH:19]=3)[C:11](=[O:28])[N:10]2[CH3:29])=[C:5]([N+:30]([O-])=O)[CH:4]=1)#[N:2]>CO.[Pd]>[NH2:30][C:5]1[CH:4]=[C:3]([C:1]#[N:2])[CH:8]=[CH:7][C:6]=1[C@@H:9]1[C:14]([C:15]#[N:16])=[C:13]([CH3:17])[N:12]([C:18]2[CH:23]=[CH:22][CH:21]=[C:20]([C:24]([F:27])([F:26])[F:25])[CH:19]=2)[C:11](=[O:28])[N:10]1[CH3:29]. Yields the product NC1=C(C=CC(=C1)C#N)[C@H]1N(C(N(C(=C1C#N)C)C1=CC(=CC=C1)C(F)(F)F)=O)C ((4R)-4-(2-Amino-4-cyanophenyl)-3,6-dimethyl-2-oxo-1-[3-(trifluoromethyl)phenyl]-1,2,3,4-tetrahydropyrimidine-5-carbonitrile). Reaction conditions: time 5.5 hour. The reagents and catalysts are [Pd] (palladium on activated carbon). The reactants are CO, Cl, CCC(C)C(C(=O)[O-])N(CCOCn1cnc2c(=O)[nH]c(N)nc21)C(=O)OCc1ccccc1, C1CCOC1. The product is Cl, CCC(C)C(NCCOCn1cnc2c(=O)[nH]c(N)nc21)C(=O)O. Reaction SMILES: [CH3:41][OH:42].[ClH:35].[NH2:1][c:2]1[nH:3][c:4](=[O:34])[c:5]2[n:6][cH:7][n:8]([CH2:11][O:12][CH2:13][CH2:14][N:15]([CH:16]([CH:17]([CH3:18])[CH2:19][CH3:20])[C:21](=[O:22])[O-:23])[C:24]([O:25][CH2:26][c:27]3[cH:28][cH:29][cH:30][cH:31][cH:32]3)=[O:33])[c:9]2[n:10]1.[O:36]1[CH2:37][CH2:38][CH2:39][CH2:40]1>>[ClH:35].[NH2:1][c:2]1[nH:3][c:4](=[O:34])[c:5]2[n:6][cH:7][n:8]([CH2:11][O:12][CH2:13][CH2:14][NH:15][CH:16]([CH:17]([CH3:18])[CH2:19][CH3:20])[C:21](=[O:22])[OH:23])[c:9]2[n:10]1. The reactants are CC(=O)SCC(C(=O)N1CC(F)(F)CC1C(=O)O)C(F)(F)F, CC(=O)SCC(C(=O)N1CCCC1C(=O)O)C(F)(F)F. Product: O=C(O)C1CC(F)(F)CN1C(=O)C(CS)C(F)(F)F. As a reaction SMILES: [C:1](=[O:2])([CH3:3])[S:4][CH2:5][CH:6]([C:7](=[O:8])[N:9]1[CH:10]([C:11](=[O:12])[OH:13])[CH2:14][C:15]([F:17])([F:18])[CH2:16]1)[C:19]([F:20])([F:21])[F:22].[C:23]([S:24][CH2:25][CH:26]([C:27]([F:28])([F:29])[F:30])[C:31]([N:32]1[CH2:33][CH2:34][CH2:35][CH:36]1[C:37]([OH:38])=[O:39])=[O:40])(=[O:41])[CH3:42]>>[SH:4][CH2:5][CH:6]([C:7](=[O:8])[N:9]1[CH:10]([C:11](=[O:12])[OH:13])[CH2:14][C:15]([F:17])([F:18])[CH2:16]1)[C:19]([F:20])([F:21])[F:22]. Starting materials: O=C([O-])[O-], CCNCC, Cc1cc(-c2noc(-c3cc(C)nc(Cl)c3)n2)ccn1, [Cs+], [Cs+], C1COCCO1. The product is CCN(CC)c1cc(-c2nc(-c3ccnc(C)c3)no2)cc(C)n1. RXN SMILES: [C:21](=[O:22])([O-:23])[O-:24].[CH2:27]([CH3:28])[NH:29][CH2:30][CH3:31].[Cl:1][c:2]1[n:3][c:4]([CH3:20])[cH:5][c:6](-[c:8]2[n:9][c:10](-[c:13]3[cH:14][c:15]([CH3:19])[n:16][cH:17][cH:18]3)[n:11][o:12]2)[cH:7]1.[Cs+:25].[Cs+:26].[O:32]1[CH2:33][CH2:34][O:35][CH2:36][CH2:37]1>>[c:2]1([N:29]([CH2:27][CH3:28])[CH2:30][CH3:31])[n:3][c:4]([CH3:20])[cH:5][c:6](-[c:8]2[n:9][c:10](-[c:13]3[cH:14][c:15]([CH3:19])[n:16][cH:17][cH:18]3)[n:11][o:12]2)[cH:7]1.